Dataset: the Open Reaction Database (ORD), a public repository of structured organic reaction records. Task: describe an organic reaction: reactants, conditions, products, and yield Reactants: O (Water), ClC=1C=CC=C2C(=NN(C12)CCC)C1=CC=C(C=C1)O (4-(7-chloro-1-propyl-1H-indazol-3-yl)phenol), C(C)(C)N(C(C)C)CC (N,N-diisopropylethyl amine), C(CC)(=O)Cl (propionyl chloride). Isolated yield 88.3%. RXN SMILES: [Cl:1][C:2]1[CH:3]=[CH:4][CH:5]=[C:6]2[C:10]=1[N:9]([CH2:11][CH2:12][CH3:13])[N:8]=[C:7]2[C:14]1[CH:19]=[CH:18][C:17]([OH:20])=[CH:16][CH:15]=1.C(N(CC)C(C)C)(C)C.[C:30](Cl)(=[O:33])[CH2:31][CH3:32].O>C(Cl)Cl>[C:30]([O:20][C:17]1[CH:16]=[CH:15][C:14]([C:7]2[C:6]3[C:10](=[C:2]([Cl:1])[CH:3]=[CH:4][CH:5]=3)[N:9]([CH2:11][CH2:12][CH3:13])[N:8]=2)=[CH:19][CH:18]=1)(=[O:33])[CH2:31][CH3:32]. Run in C(Cl)Cl (CH2Cl2). Reported procedure: To a solution of 4-(7-chloro-1-propyl-1H-indazol-3-yl)phenol (0.100 g, 0.35 mmol) and N,N-diisopropylethyl amine (0.5 g, 0.38 mmol) in CH2Cl2 (5 mL) was added dropwise propionyl chloride (0.035 g, 0.38 mmol). The solution was allowed to stir overnight at room temperature. Water was added and the solution was extracted with CH2Cl2. The organic layer was washed with brine and dried (MgSO4). The product was purified by flash chromatography (5/1 hexane/ethyl acetate) to yield a white solid (0.106 g,... Conditions: time 8 hour. The product is C(CC)(=O)OC1=CC=C(C=C1)C1=NN(C2=C(C=CC=C12)Cl)CCC (4-(7-chloro-1-propyl-1H-indazol-3-yl)phenyl propionate). Starting materials: BrC1=CC(NC2=CC=C(C=C12)C(C=1SC=CN1)C1=CC=C(C=C1)Cl)=O (4-Bromo-6-((4-chlorophenyl)(thiazol-2-yl)methyl)quinolin-2(1H)-one), C(=C\C1=CC=CC=C1)/B(O)O (trans-beta-styreneboronic acid), COC=1C=CC=C(C1C=2C=CC=CC2P(C3CCCCC3)C4CCCCC4)OC (SPhos), P(=O)([O-])([O-])[O-].[K+].[K+].[K+] (tripotassium phosphate), C(=C\C1=CC=CC=C1)/B(O)O (trans-beta-styreneboronic acid), COC=1C=CC=C(C1C=2C=CC=CC2P(C3CCCCC3)C4CCCCC4)OC (SPhos), P(=O)([O-])([O-])[O-].[K+].[K+].[K+] (tripotassium phosphate). Reagents/catalysts: C(C)(=O)[O-].[Pd+2].C(C)(=O)[O-] (palladium acetate), C(C)(=O)[O-].[Pd+2].C(C)(=O)[O-] (palladium acetate). Solvent: O1CCOCC1 (1,4-dioxane), O (water), C(C)(=O)OCC (ethyl acetate). Reaction conditions: time 2 hour. Product: ClC1=CC=C(C=C1)C(C=1C=C2C(=CC(NC2=CC1)=O)\C=C\C1=CC=CC=C1)C=1SC=CN1 ((E)-6-((4-chlorophenyl)(thiazol-2-yl)methyl)-4-styrylquinolin-2(1H)-one). Reaction SMILES: Br[C:2]1[C:11]2[C:6](=[CH:7][CH:8]=[C:9]([CH:12]([C:18]3[CH:23]=[CH:22][C:21]([Cl:24])=[CH:20][CH:19]=3)[C:13]3[S:14][CH:15]=[CH:16][N:17]=3)[CH:10]=2)[NH:5][C:4](=[O:25])[CH:3]=1.[CH:26](/B(O)O)=[CH:27]\[C:28]1[CH:33]=[CH:32][CH:31]=[CH:30][CH:29]=1.COC1C=CC=C(OC)C=1C1C=CC=CC=1P(C1CCCCC1)C1CCCCC1.P([O-])([O-])([O-])=O.[K+].[K+].[K+]>O.C(OCC)(=O)C.C([O-])(=O)C.[Pd+2].C([O-])(=O)C.O1CCOCC1>[Cl:24][C:21]1[CH:22]=[CH:23][C:18]([CH:12]([C:13]2[S:14][CH:15]=[CH:16][N:17]=2)[C:9]2[CH:10]=[C:11]3[C:6](=[CH:7][CH:8]=2)[NH:5][C:4](=[O:25])[CH:3]=[C:2]3/[CH:26]=[CH:27]/[C:28]2[CH:33]=[CH:32][CH:31]=[CH:30][CH:29]=2)=[CH:19][CH:20]=1 |f:3.4.5.6,9.10.11|. Procedure details: 4-Bromo-6-((4-chlorophenyl)(thiazol-2-yl)methyl)quinolin-2(1H)-one (50 mg, 0.116 mol, 1 equip), trans-beta-styreneboronic acid (35 mg, 0.232 mmol, 2 equip), SPhos (9.7 mg, 0.023 mmol, 0.2 equip), tripotassium phosphate (49.2 mg, 0.232 mmol, 2 equip), and palladium acetate (2.6 mg, 0.012 mmol, 0.1 equip) were added to 1,4-dioxane (5 mL) and the resulting mixture stirred for 2 h. Additional trans-beta-styreneboronic acid (35 mg, 0.232 mmol, 2 equip), SPhos (9.7 mg, 0.023 mmol, 0.2 equip), tripotas... Procedure: A mixture of 1.0 g (3.6 mmol) of 1-oxyl-4-benzoyloxy-2,2,6,6-tetramethylpiperidine and 10 g (85 mmol) of β-methylstyrene under a nitrogen atmosphere is heated at 120° C. for 36 hours. The reaction mixture is concentrated in vacuo and the title compound is isolated after column chromatograph as a white solid, melting at 115-116° C. The reactants are ON1C(CC(CC1(C)C)OC(C1=CC=CC=C1)=O)(C)C (1-oxyl-4-benzoyloxy-2,2,6,6-tetramethylpiperidine), CC=CC1=CC=CC=C1 (β-methylstyrene). The product is C1(=CC=CC=C1)C=CCON1C(CC(CC1(C)C)OC(C1=CC=CC=C1)=O)(C)C (1-(3-Phenylallyloxy)-4-benzoyloxy-2,2,6,6-tetramethylpiperidine). Run at temperature 120 celsius. As a reaction SMILES: [OH:1][N:2]1[C:7]([CH3:9])([CH3:8])[CH2:6][CH:5]([O:10][C:11](=[O:18])[C:12]2[CH:17]=[CH:16][CH:15]=[CH:14][CH:13]=2)[CH2:4][C:3]1([CH3:20])[CH3:19].[CH3:21][CH:22]=[CH:23][C:24]1[CH:29]=[CH:28][CH:27]=[CH:26][CH:25]=1>>[C:24]1([CH:23]=[CH:22][CH2:21][O:1][N:2]2[C:7]([CH3:9])([CH3:8])[CH2:6][CH:5]([O:10][C:11](=[O:18])[C:12]3[CH:17]=[CH:16][CH:15]=[CH:14][CH:13]=3)[CH2:4][C:3]2([CH3:20])[CH3:19])[CH:29]=[CH:28][CH:27]=[CH:26][CH:25]=1. Yields the product OC1CCC(c2ccccc2)CC1. As a reaction SMILES: [BH4-:14].[CH3:16][OH:17].[Na+:15].[c:1]1([CH:7]2[CH2:8][CH2:9][C:10](=[O:13])[CH2:11][CH2:12]2)[cH:2][cH:3][cH:4][cH:5][cH:6]1>>[c:1]1([CH:7]2[CH2:8][CH2:9][CH:10]([OH:13])[CH2:11][CH2:12]2)[cH:2][cH:3][cH:4][cH:5][cH:6]1. Reactants: [BH4-], CO, [Na+], O=C1CCC(c2ccccc2)CC1.